Dataset: the Open Reaction Database (ORD), a public repository of structured organic reaction records. Task: describe an organic reaction: reactants, conditions, products, and yield Starting materials: CCOC(=O)c1cnn2c(C3CCCCC3)c(-c3ccc(-c4cccc(OC)c4)cc3)cnc12, Cl, [Li+], C1CCOC1, [OH-]. Product: COc1cccc(-c2ccc(-c3cnc4c(C(=O)O)cnn4c3C3CCCCC3)cc2)c1. As a reaction SMILES: [CH2:1]([CH3:2])[O:3][C:4](=[O:5])[c:6]1[cH:7][n:8][n:9]2[c:10]1[n:11][cH:12][c:13](-[c:21]1[cH:22][cH:23][c:24](-[c:27]3[cH:28][c:29]([O:33][CH3:34])[cH:30][cH:31][cH:32]3)[cH:25][cH:26]1)[c:14]2[CH:15]1[CH2:16][CH2:17][CH2:18][CH2:19][CH2:20]1.[ClH:37].[Li+:36].[O:38]1[CH2:39][CH2:40][CH2:41][CH2:42]1.[OH-:35]>>[O:3]=[C:4]([OH:5])[c:6]1[cH:7][n:8][n:9]2[c:10]1[n:11][cH:12][c:13](-[c:21]1[cH:22][cH:23][c:24](-[c:27]3[cH:28][c:29]([O:33][CH3:34])[cH:30][cH:31][cH:32]3)[cH:25][cH:26]1)[c:14]2[CH:15]1[CH2:16][CH2:17][CH2:18][CH2:19][CH2:20]1. Reactants: ClCCl, O=C(O)C(F)(F)F, COCCN(Cc1ccc(-c2cc3nccc(Oc4ccc(NC(=O)N5CCN(c6ccccc6)C5=S)cc4F)c3s2)nc1)C(=O)OC(C)(C)C. Product: COCCNCc1ccc(-c2cc3nccc(Oc4ccc(NC(=O)N5CCN(c6ccccc6)C5=S)cc4F)c3s2)nc1. As a reaction SMILES: [Cl:59][CH2:60][Cl:61].[F:1][C:2]([F:3])([F:4])[C:5]([OH:6])=[O:7].[F:8][c:9]1[c:10]([O:11][c:12]2[c:13]3[c:14]([n:15][cH:16][cH:17]2)[cH:18][c:19](-[c:21]2[cH:22][cH:23][c:24]([CH2:27][N:28]([C:29](=[O:30])[O:31][C:32]([CH3:33])([CH3:34])[CH3:35])[CH2:36][CH2:37][O:38][CH3:39])[cH:25][n:26]2)[s:20]3)[cH:40][cH:41][c:42]([NH:44][C:45](=[O:46])[N:47]2[C:48](=[S:58])[N:49]([c:52]3[cH:53][cH:54][cH:55][cH:56][cH:57]3)[CH2:50][CH2:51]2)[cH:43]1>>[F:8][c:9]1[c:10]([O:11][c:12]2[c:13]3[c:14]([n:15][cH:16][cH:17]2)[cH:18][c:19](-[c:21]2[cH:22][cH:23][c:24]([CH2:27][NH:28][CH2:36][CH2:37][O:38][CH3:39])[cH:25][n:26]2)[s:20]3)[cH:40][cH:41][c:42]([NH:44][C:45](=[O:46])[N:47]2[C:48](=[S:58])[N:49]([c:52]3[cH:53][cH:54][cH:55][cH:56][cH:57]3)[CH2:50][CH2:51]2)[cH:43]1. Reactants: CC#N, Nc1ccc2ccc(Cl)nc2n1, O, O=C(O)c1ccsc1. The product is O=C(Nc1ccc2ccc(Cl)nc2n1)c1ccsc1. As a reaction SMILES: [CH3:21][C:22]#[N:23].[NH2:9][c:10]1[n:11][c:12]2[n:13][c:14]([Cl:20])[cH:15][cH:16][c:17]2[cH:18][cH:19]1.[OH2:24].[s:1]1[cH:2][c:3]([C:6](=[O:7])[OH:8])[cH:4][cH:5]1>>[s:1]1[cH:2][c:3]([C:6](=[O:8])[NH:9][c:10]2[n:11][c:12]3[n:13][c:14]([Cl:20])[cH:15][cH:16][c:17]3[cH:18][cH:19]2)[cH:4][cH:5]1. Starting materials: compound 181, NC1=CC(=C(OC=2C(=CC(=C(C2)N2N=C(N(C2=O)C(F)F)C)Cl)Cl)C=C1)Cl (1-[5-(4-amino-2-chlorophenoxy)-2,4-dichlorophenyl]-4-difluoromethyl-4,5-dihydro-3-methyl-1,2,4-triazol-5(1H)-one), N(=O)[O-].[Na+] (sodium nitrite). The reagents and catalysts are O.O.O.O.O.S(=O)(=O)([O-])[O-].[Cu+2] (copper (II) sulfate pentahydrate). The solvent is O (water), C=1(C(=CC=CC1)C)C (xylene), S(O)(O)(=O)=O (sulfuric acid), O (water). The product is ClC1=C(C=C(C(=C1)Cl)OC1=C(C=C(C=C1)O)Cl)N1N=C(N(C1=O)C(F)F)C (1-[2,4-dichloro-5-(2-chloro-4-hydroxyphenoxy)phenyl]-4-difluoromethyl-4,5-dihydro-3-methyl-1,2,4-triazol-5(1H)-one). The yield is 32.0%. As a reaction SMILES: N[C:2]1[CH:26]=[CH:25][C:5]([O:6][C:7]2[C:8]([Cl:24])=[CH:9][C:10]([Cl:23])=[C:11]([N:13]3[C:17](=[O:18])[N:16]([CH:19]([F:21])[F:20])[C:15]([CH3:22])=[N:14]3)[CH:12]=2)=[C:4]([Cl:27])[CH:3]=1.N([O-])=[O:29].[Na+]>S(=O)(=O)(O)O.O.C1(C)C(C)=CC=CC=1.O.O.O.O.O.S([O-])([O-])(=O)=O.[Cu+2]>[Cl:23][C:10]1[CH:9]=[C:8]([Cl:24])[C:7]([O:6][C:5]2[CH:25]=[CH:26][C:2]([OH:29])=[CH:3][C:4]=2[Cl:27])=[CH:12][C:11]=1[N:13]1[C:17](=[O:18])[N:16]([CH:19]([F:20])[F:21])[C:15]([CH3:22])=[N:14]1 |f:1.2,6.7.8.9.10.11.12|. Reported procedure: In a manner similar to Step C of Example 1, 8.10 g (0.0186 mole) of 1-[5-(4-amino-2-chlorophenoxy)-2,4-dichlorophenyl]-4-difluoromethyl-4,5-dihydro-3-methyl-1,2,4-triazol-5(1H)-one in 60 ml of concentrated sulfuric acid was reacted with a solution of 1.30 g (0.019 mole) of sodium nitrite in 10 ml of water. Subsequent reaction of this mixture with a refluxing solution of 150.0 g (0.60 mole) of copper (II) sulfate pentahydrate in 150 ml of water and 1.50 ml of xylene yielded 2.6 g of 1-[2,4-dichlo... Reactants: ClC=1C=NC(=NC1)C1=CC(=C(C=C1)C(CCC(F)(F)F)NC1=CC=C(C(=O)O)C=C1)C (4-((1-(4-(5-chloropyrimidin-2-yl)-2-methylphenyl)-4,4,4-trifluorobutyl)amino)benzoic acid), N1C[C@@H](CCC1)C(=O)OCC (ethyl (3R)-piperidine-3-carboxylate), O.ON1N=NC2=C1C=CC=C2 (1-hydroxybenzotriazole monohydrate), Cl.C(C)N=C=NCCCN(C)C (1-ethyl-3-(3-dimethylaminopropyl)carbodiimide hydrochloride), C(C)(C)N(CC)C(C)C (diisopropylethylamine). Run in CN(C=O)C (dimethylformamide), O (water). The product is ClC=1C=NC(=NC1)C1=CC(=C(C=C1)C(CCC(F)(F)F)NC1=CC=C(C(=O)N2C[C@@H](CCC2)C(=O)OCC)C=C1)C (ethyl (3R)-1-(4-((1-(4-(5-chloropyrimidin-2-yl)-2-methylphenyl)-4,4,4-trifluorobutyl)amino)benzoyl)piperidine-3-carboxylate). Reaction SMILES: [Cl:1][C:2]1[CH:3]=[N:4][C:5]([C:8]2[CH:13]=[CH:12][C:11]([CH:14]([NH:21][C:22]3[CH:30]=[CH:29][C:25]([C:26](O)=[O:27])=[CH:24][CH:23]=3)[CH2:15][CH2:16][C:17]([F:20])([F:19])[F:18])=[C:10]([CH3:31])[CH:9]=2)=[N:6][CH:7]=1.[NH:32]1[CH2:37][CH2:36][CH2:35][C@@H:34]([C:38]([O:40][CH2:41][CH3:42])=[O:39])[CH2:33]1.O.ON1C2C=CC=CC=2N=N1.Cl.C(N=C=NCCCN(C)C)C.C(N(C(C)C)CC)(C)C>CN(C)C=O.O>[Cl:1][C:2]1[CH:7]=[N:6][C:5]([C:8]2[CH:13]=[CH:12][C:11]([CH:14]([NH:21][C:22]3[CH:23]=[CH:24][C:25]([C:26]([N:32]4[CH2:37][CH2:36][CH2:35][C@@H:34]([C:38]([O:40][CH2:41][CH3:42])=[O:39])[CH2:33]4)=[O:27])=[CH:29][CH:30]=3)[CH2:15][CH2:16][C:17]([F:19])([F:18])[F:20])=[C:10]([CH3:31])[CH:9]=2)=[N:4][CH:3]=1 |f:2.3,4.5|. Procedure: A solution of 4-((1-(4-(5-chloropyrimidin-2-yl)-2-methylphenyl)-4,4,4-trifluorobutyl)amino)benzoic acid (0.407 g), ethyl (3R)-piperidine-3-carboxylate (0.153 mL), 1-hydroxybenzotriazole monohydrate (0.152 g), 1-ethyl-3-(3-dimethylaminopropyl)carbodiimide hydrochloride (0.191 g) and diisopropylethylamine (0.174 mL) in dimethylformamide (3 mL) was stirred at room temperature overnight. The reaction mixture was added to water, and the mixture was extracted with ethyl acetate. The extract was washed... Starting materials: CC(C)(C)[Si](C)(C)Cl, OCC1CC(OCc2ccccc2)C1, CN(C)C=O, c1c[nH]cn1. The product is CC(C)(C)[Si](C)(C)OCC1CC(OCc2ccccc2)C1. RXN SMILES: [C:20]([CH3:21])([CH3:22])([CH3:23])[Si:24]([CH3:25])([CH3:26])[Cl:27].[CH2:1]([c:2]1[cH:3][cH:4][cH:5][cH:6][cH:7]1)[O:8][CH:9]1[CH2:10][CH:11]([CH2:13][OH:14])[CH2:12]1.[CH3:28][N:29]([CH3:30])[CH:31]=[O:32].[nH:15]1[cH:16][cH:17][n:18][cH:19]1>>[CH2:1]([c:2]1[cH:3][cH:4][cH:5][cH:6][cH:7]1)[O:8][CH:9]1[CH2:10][CH:11]([CH2:13][O:14][Si:24]([C:20]([CH3:21])([CH3:22])[CH3:23])([CH3:25])[CH3:26])[CH2:12]1.